Dataset: the Open Reaction Database (ORD), a public repository of structured organic reaction records. Task: describe an organic reaction: reactants, conditions, products, and yield Reactants: CN1C(=O)C(NC(=O)OC(C)(C)C)CNc2ccccc21, ClCCl, O=S(=O)(Cl)Cl, c1ccccc1, c1ccncc1. Product: CN1C(=O)C(NC(=O)OC(C)(C)C)CN(S(=O)(=O)c2ccccc2)c2ccccc21. RXN SMILES: [C:1]([CH3:2])([CH3:3])([CH3:4])[O:5][C:6]([NH:7][CH:8]1[CH2:9][NH:10][c:11]2[c:12]([cH:17][cH:18][cH:19][cH:20]2)[N:13]([CH3:16])[C:14]1=[O:15])=[O:21].[Cl:39][CH2:40][Cl:41].[S:22](=[O:23])(=[O:24])([Cl:25])[Cl:26].[cH:27]1[cH:28][cH:29][cH:30][cH:31][cH:32]1.[cH:33]1[cH:34][cH:35][n:36][cH:37][cH:38]1>>[C:1]([CH3:2])([CH3:3])([CH3:4])[O:5][C:6]([NH:7][CH:8]1[CH2:9][N:10]([S:22](=[O:23])(=[O:24])[c:27]2[cH:28][cH:29][cH:30][cH:31][cH:32]2)[c:11]2[c:12]([cH:17][cH:18][cH:19][cH:20]2)[N:13]([CH3:16])[C:14]1=[O:15])=[O:21]. The reactants are C(CCC)[Sn](CCCC)(CCCC)Cl (Tri-n-butyltin chloride), C(=C\CCCC)/B(C1CCCCC1)C1CCCCC1 ((E)-1-hexen-1-yldicyclohexylborane), OO (hydrogen peroxide), C[Si](C)(C)O[Si](C)(C)C (trimethylsilyl ether), C(CCCCCCCC#C)O (9-decyn-1-ol), [OH-].[Na+] (sodium hydroxide), C(CCC)[Li] (n-butyllithium), S(O)(O)(=O)=O (sulfuric acid). The solvent is C(C)(=O)O (Acetic acid), C1CCOC1 (THF). Reaction conditions: time 30 minute. Product: C(CCCCCCC\C=C/C=C/CCCC)O ((9Z, 11E)-9,11-hexadecadien-1-ol). Isolated yield 8.0%. Reaction SMILES: C[Si](O[Si](C)(C)C)(C)C.[CH2:10]([OH:20])[CH2:11][CH2:12][CH2:13][CH2:14][CH2:15][CH2:16][CH2:17][C:18]#[CH:19].C([Li])CCC.[CH:26](/B(C1CCCCC1)C1CCCCC1)=[CH:27]\[CH2:28][CH2:29][CH2:30][CH3:31].C([Sn](Cl)(CCCC)CCCC)CCC.S(=O)(=O)(O)O.[OH-].[Na+].OO>C1COCC1.C(O)(=O)C>[CH2:10]([OH:20])[CH2:11][CH2:12][CH2:13][CH2:14][CH2:15][CH2:16][CH2:17]/[CH:18]=[CH:19]\[CH:26]=[CH:27]\[CH2:28][CH2:29][CH2:30][CH3:31] |f:6.7|. Procedure details: A solution of 88.7 g (392.5 mmol) of the trimethylsilyl ether of 9-decyn-1-ol (from Example 1) in 100 ml of THF is cooled to -70°. To this is added, dropwise, 245.3 ml (392.5 mmol) of n-butyllithium (1.6 in hexane), after which the mixture is warmed to -40° and poured into the hexenyldicyclohexylborane solution from above. This mixture is stirred at 0° for 30 min. and then cooled to -35°. Tri-n-butyltin chloride (128 g, 124 ml) is added, and the mixture is allowed to warm to ~20° and stirred for... Conditions: time 5 hour. The solvent is C(C)OCC (diethyl ether). Reaction SMILES: [C:1]1([C:7]2[CH:20]=[CH:19][C:10]([C:11]([CH:13]=[CH:14][C:15]([O:17][CH3:18])=[O:16])=[S:12])=[CH:9][CH:8]=2)[CH:6]=[CH:5][CH:4]=[CH:3][CH:2]=1.[C:21]([OH:24])(=[S:23])[CH3:22]>C(OCC)C>[C:21]([S:23][CH:14]([CH2:13][C:11](=[S:12])[C:10]1[CH:19]=[CH:20][C:7]([C:1]2[CH:2]=[CH:3][CH:4]=[CH:5][CH:6]=2)=[CH:8][CH:9]=1)[C:15]([O:17][CH3:18])=[O:16])(=[O:24])[CH3:22]. Reported procedure: To a solution of 2.98 g of methyl 3-(4-phenylthiobenzoyl)acrylate in 30 ml of diethyl ether was added 0.8 ml of thioacetic acid, and the resulting mixture was stirred at room temperature for 5 hours. The reaction solution was washed, in turn, with water, a saturated aqueous solution of sodium hydrogencarbonate and water, and dried over magnesium sulfate. The diethyl ether was removed from the solution by evaporation, and the residue was purified by silica gel column chromatography (eluent: hexan... Yields the product C(C)(=O)SC(C(=O)OC)CC(C1=CC=C(C=C1)C1=CC=CC=C1)=S (methyl 2-acetylthio-3-(4-phenylthiobenzoyl)propionate). Reactants: C1(=CC=CC=C1)C1=CC=C(C(=S)C=CC(=O)OC)C=C1 (methyl 3-(4-phenylthiobenzoyl)acrylate), C(C)(=S)O (thioacetic acid). Reactants: O (Water), BrC1=C(C=CC=C1F)F (2-bromo-1,3-difluorobenzene), FC1=C(C=C(C=C1)B(O)O)C=O (4-fluoro-3-formylphenylboronic acid), C(=O)([O-])[O-].[Na+].[Na+] (Na2CO3). The reagents and catalysts are C1=CC=C(C=C1)P([C-]2C=CC=C2)C3=CC=CC=C3.C1=CC=C(C=C1)P([C-]2C=CC=C2)C3=CC=CC=C3.Cl[Pd]Cl.[Fe+2] (PdCl2(dppf)). Solvent: C1(=CC=CC=C1)C (toluene). Reaction conditions: temperature 100 celsius, time 8 hour. Yields the product FC1=C(C(=CC=C1)F)C1=CC(=C(C=C1)F)C=O (2′,4,6′-trifluorobiphenyl-3-carbaldehyde). Isolated yield 48.2%. Reaction SMILES: Br[C:2]1[C:7]([F:8])=[CH:6][CH:5]=[CH:4][C:3]=1[F:9].[F:10][C:11]1[CH:16]=[CH:15][C:14](B(O)O)=[CH:13][C:12]=1[CH:20]=[O:21].C([O-])([O-])=O.[Na+].[Na+].O>C1(C)C=CC=CC=1.C1C=CC(P(C2C=CC=CC=2)[C-]2C=CC=C2)=CC=1.C1C=CC(P(C2C=CC=CC=2)[C-]2C=CC=C2)=CC=1.Cl[Pd]Cl.[Fe+2]>[F:9][C:3]1[CH:4]=[CH:5][CH:6]=[C:7]([F:8])[C:2]=1[C:14]1[CH:15]=[CH:16][C:11]([F:10])=[C:12]([CH:20]=[O:21])[CH:13]=1 |f:2.3.4,7.8.9.10|. Procedure: To a solution of 2-bromo-1,3-difluorobenzene (100 g, 477.46 mmol) and 4-fluoro-3-formylphenylboronic acid (96.2 g, 572.95 mmol) in toluene (1432 mL) at RT was added Na2CO3 (2M in H2O) (477.46 mL, 954.2 mmol) and PdCl2(dppf) (7.798 g, 9.54 mmol). The reaction mixture was stirred at 100° C. for 8 h and cooled to RT. Water was added to the reaction mixture and extracted with EtOAc (2×500 mL). Organic layer was washed with brine and dried over Na2SO4. The organic layer was concentrated and purified ... The reactants are Cl.N12C[C@@H](C(CC1)CC2)NC(=O)C=2SC1=C(C2)C=CC(=C1)C#N (N-[(3R)-1-azabicyclo[2.2.2]oct-3-yl]-6-cyano-1-benzo-thiopene-2-carboxamide hydrochloride), Cl.NO (hydroxylamine hydrochloride), C([O-])([O-])=O.[K+].[K+] (potassium carbonate), O (water). Solvent: C(C)O (ethanol). Reaction conditions: temperature 80 celsius. The product is Cl.Cl.N\C(\C1=CC2=C(C=C(S2)C(=O)N[C@H]2CN3CCC2CC3)C=C1)=N/O (6-[(Z)-Amino(hydroxyimino)methyl]-N-[(3R)-1-azabicyclo[2.2.2]oct-3-yl]-1-benzo-thiophene-2-carboxamide dihydrochloride). As a reaction SMILES: [ClH:1].[N:2]12[CH2:9][CH2:8][CH:5]([CH2:6][CH2:7]1)[C@@H:4]([NH:10][C:11]([C:13]1[S:14][C:15]3[CH:21]=[C:20]([C:22]#[N:23])[CH:19]=[CH:18][C:16]=3[CH:17]=1)=[O:12])[CH2:3]2.Cl.[NH2:25][OH:26].C(=O)([O-])[O-].[K+].[K+].O>C(O)C>[ClH:1].[ClH:1].[NH2:23]/[C:22](=[N:25]\[OH:26])/[C:20]1[CH:19]=[CH:18][C:16]2[CH:17]=[C:13]([C:11]([NH:10][C@@H:4]3[CH:5]4[CH2:6][CH2:7][N:2]([CH2:9][CH2:8]4)[CH2:3]3)=[O:12])[S:14][C:15]=2[CH:21]=1 |f:0.1,2.3,4.5.6,9.10.11|. Procedure: 800 mg (2.0 mmol) of N-[(3R)-1-azabicyclo[2.2.2]oct-3-yl]-6-cyano-1-benzo-thiopene-2-carboxamide hydrochloride, 278.1 mg (4.0 mmol) of hydroxylamine hydrochloride and 829.5 mg (6.0 mmol) of potassium carbonate in 8 ml of an 8:1 mixture of water and ethanol are heated at 80° C. for 3 h. The mixture is purified by column chromatography on silica gel (mobile phase: dichloromethane/methanol/25% ammonia 100:20:4). The product fractions are combined and concentrated, methanol and 4M HCl in dioxane are... The reactants are C1OC23[C@]4(C)[C@@H](CC2(OCCO3)OC1)[C@@H]1C[C@H](C3CCCC[C@]3(C)[C@H]1CC4)CO (17,17-bis(ethylendioxy)-6β-hydroxymethylandrostane), C(#N)[C@H]1C[C@H]2[C@@H]3CCC([C@@]3(C)CC[C@@H]2[C@]2(CCC(CC12)=O)C)=O (6α-cyanoandrostane-3,17-dione). Yields the product OC[C@@H]1C[C@H]2[C@@H]3CCC([C@@]3(C)CC[C@@H]2[C@]2(CCC(CC12)=O)C)=O (6β-Hydroxymethylandrostane-3,17-dione). Isolated yield 85.0%. Reaction SMILES: C1CO[C:8]23OCCO[C:3]2([C@:4]2([CH2:27][CH2:26][C@H:25]4[C@@H:15]([CH2:16][C@@H:17]([CH2:28][OH:29])[CH:18]5[C@:23]4([CH3:24])[CH2:22][CH2:21][CH2:20][CH2:19]5)[C@@H:6]2[CH2:7]3)[CH3:5])[O:2]1.C([C@@H]1C2[C@](C)(CCC(=[O:50])C2)[C@@H]2[C@H]([C@H]3[C@@](CC2)(C)C(=O)CC3)C1)#N>>[OH:29][CH2:28][C@H:17]1[CH:18]2[C@:23]([CH3:24])([CH2:22][CH2:21][C:20](=[O:50])[CH2:19]2)[C@@H:25]2[C@H:15]([C@H:6]3[C@@:4]([CH2:27][CH2:26]2)([CH3:5])[C:3](=[O:2])[CH2:8][CH2:7]3)[CH2:16]1. Reported procedure: The title compound (II-ai) was prepared in 85% yield from 3,3:17,17-bis(ethylendioxy)-6β-hydroxymethylandrostane by the procedure described above for the preparation of 6α-cyanoandrostane-3,17-dione (II-ac, Prepn. 3). The combined organic extracts were washed with H2O, dried over Na2SO4 and evaporated to dryness. 1H-NMR (300 MHz, acetone-d6, ppm from TMS): δ 3.71-3.47 (m, 3H), 2.82-0.79 (m, 21H), 1.08 (s, 3H), 0.89 (s, 3H). The reactants are O (water), CC(C)C[AlH]CC(C)C (DIBAL), C(C)OC(C1=CN=C(C(=C1)C=C)N(C(=O)OC(C)(C)C)C(=O)OC(C)(C)C)=O (6-bis(tert-butoxycarbonyl)amino-5-vinyl-nicotinic acid ethyl ester), [NH4+].[Cl-] (NH4Cl). Solvent: C1CCOC1 (THF). Conditions: time 1 hour. Product: C(C)(C)(C)OC(NC1=NC=C(C=C1C=C)CO)=O ((5-hydroxymethyl-3-vinyl-pyridin-2-yl)carbamic acid tert-butyl ester). Isolated yield 78.3%. As a reaction SMILES: CC(C[AlH]CC(C)C)C.C([O:12][C:13](=O)[C:14]1[CH:19]=[C:18]([CH:20]=[CH2:21])[C:17]([N:22](C(OC(C)(C)C)=O)[C:23]([O:25][C:26]([CH3:29])([CH3:28])[CH3:27])=[O:24])=[N:16][CH:15]=1)C.[NH4+].[Cl-].O>C1COCC1>[C:26]([O:25][C:23](=[O:24])[NH:22][C:17]1[C:18]([CH:20]=[CH2:21])=[CH:19][C:14]([CH2:13][OH:12])=[CH:15][N:16]=1)([CH3:29])([CH3:27])[CH3:28] |f:2.3|. Procedure details: DIBAL (25 ml, 1M in hexane) was added dropwise to a solution of 6-bis(tert-butoxycarbonyl)amino-5-vinyl-nicotinic acid ethyl ester (2.00 g, 5.1 mmol) in THF (40 ml) at 0° C. The mixture was stirred at room temperature for 1 h. NH4Cl (sat.) was added carefully followed by water, and the mixture was concentrated under reduced pressure. The residue was suspended in 5% MeOH in dichloromethane and filtered through silicagel. The filtrate was dried and concentrated under reduced pressure to give (5-hy... The reactants are ClC=1C(=NC=CN1)N1CCC(CC1)C1=NC2=C(N1)C=CC(=C2)C#N (2-[1-(3-chloro-pyrazin-2-yl)-piperidin-4-yl]-1H-benzoimidazole-5-carbonitrile), N1CCOCC1 (morpholine). Solvent: N1=CC=CC=C1 (pyridine). Run at temperature 130 celsius. Product: N1(CCOCC1)C=1C(=NC=CN1)N1CCC(CC1)C1=NC2=C(N1)C=CC(=C2)C#N (2-[1-(3-morpholin-4-yl-pyrazin-2-yl)-piperidin-4-yl]-1H-benzoimidazole-5-carbonitrile). Isolated yield 16.0%. RXN SMILES: Cl[C:2]1[C:3]([N:8]2[CH2:13][CH2:12][CH:11]([C:14]3[NH:18][C:17]4[CH:19]=[CH:20][C:21]([C:23]#[N:24])=[CH:22][C:16]=4[N:15]=3)[CH2:10][CH2:9]2)=[N:4][CH:5]=[CH:6][N:7]=1.[NH:25]1[CH2:30][CH2:29][O:28][CH2:27][CH2:26]1>N1C=CC=CC=1>[N:25]1([C:2]2[C:3]([N:8]3[CH2:9][CH2:10][CH:11]([C:14]4[NH:18][C:17]5[CH:19]=[CH:20][C:21]([C:23]#[N:24])=[CH:22][C:16]=5[N:15]=4)[CH2:12][CH2:13]3)=[N:4][CH:5]=[CH:6][N:7]=2)[CH2:30][CH2:29][O:28][CH2:27][CH2:26]1. Procedure details: A mixture of 2-[1-(3-chloro-pyrazin-2-yl)-piperidin-4-yl]-1H-benzoimidazole-5-carbonitrile (150 mg, 0.68 mmol) and morpholine (3 mL) in pyridine was heated at 130° C. under microwave for 45 min. Then it was concentrated to give the crude product which was purified by column chromatography and followed by preparative HPLC to afford pure product 2-[1-(3-morpholin-4-yl-pyrazin-2-yl)-piperidin-4-yl]-1H-benzoimidazole-5-carbonitrile (30 mg, 16%). [M+1] 390. IC50 (uM) 1.996. Yield: 65.2%. Solvent: ClCCl (dichloromethane). Product: [N+](=O)([O-])C1=C(C=C(C(=O)N2C3=C(CC4=C(C2)C=CC=C4)C=CC=C3)C=C1)C (5-(4-Nitro-3-methylbenzoyl)-6,11-dihydro-5H-dibenz-[b,e]azepine). Starting materials: C1=CC=CC=2NCC3=C(CC21)C=CC=C3 (6,11-dihydro-5H-di-benz[b,e]azepine), CC=1C=C(C(=O)Cl)C=CC1[N+](=O)[O-] (3-methyl-4-nitrobenzoyl chloride), C(C)(C)N(CC)C(C)C (diisopropylethylamine). Reported procedure: A mixture of 1.17 g of 6,11-dihydro-5H-di-benz[b,e]azepine, 1.20 g of 3-methyl-4-nitrobenzoyl chloride, 0.80 ml of diisopropylethylamine in 25 ml of dichloromethane is stirred 18 hours at room temperature. The mixture is washed with water and dried (Na2SO4). The solution is filtered through a thin pad of hydrous magnesium silicate. The filtrate is concentrated and diluted while hot with hexane to give 1.40 g of crystals. Recrystallization from dichloromethane-hexane gives 1.26 g of crystals, m.p... Run at time 18 hour. As a reaction SMILES: [CH:1]1[C:11]2[CH2:10][C:9]3[CH:12]=[CH:13][CH:14]=[CH:15][C:8]=3[CH2:7][NH:6][C:5]=2[CH:4]=[CH:3][CH:2]=1.[CH3:16][C:17]1[CH:18]=[C:19]([CH:23]=[CH:24][C:25]=1[N+:26]([O-:28])=[O:27])[C:20](Cl)=[O:21].C(N(C(C)C)CC)(C)C>ClCCl>[N+:26]([C:25]1[CH:24]=[CH:23][C:19]([C:20]([N:6]2[CH2:7][C:8]3[CH:15]=[CH:14][CH:13]=[CH:12][C:9]=3[CH2:10][C:11]3[CH:1]=[CH:2][CH:3]=[CH:4][C:5]2=3)=[O:21])=[CH:18][C:17]=1[CH3:16])([O-:28])=[O:27]. As a reaction SMILES: [CH2:1]([N:8]1[CH2:13][CH2:12][CH:11]([C:14](=[O:16])[CH3:15])[CH:10]([C:17]2[CH:22]=[CH:21][C:20]([Cl:23])=[CH:19][CH:18]=2)[CH2:9]1)[C:2]1[CH:7]=[CH:6][CH:5]=[CH:4][CH:3]=1.[H-].[H-].[H-].[H-].[Li+].[Al+3].[OH-].[Na+].[O-]S([O-])(=O)=O.[Na+].[Na+]>C1COCC1.O.C1COCC1.O.C(OCC)(=O)C>[CH2:1]([N:8]1[CH2:13][CH2:12][CH:11]([CH:14]([OH:16])[CH3:15])[CH:10]([C:17]2[CH:22]=[CH:21][C:20]([Cl:23])=[CH:19][CH:18]=2)[CH2:9]1)[C:2]1[CH:3]=[CH:4][CH:5]=[CH:6][CH:7]=1 |f:1.2.3.4.5.6,7.8,9.10.11,14.15|. The solvent is C1CCOC1 (THF), C1CCOC1.O (THF water), C(C)(=O)OCC (ethyl acetate), O (water). Reactants: four, [OH-].[Na+] (NaOH), [O-]S(=O)(=O)[O-].[Na+].[Na+] (Na2SO4), C(C1=CC=CC=C1)N1CC(C(CC1)C(C)=O)C1=CC=C(C=C1)Cl (1-[(3SR,4SR)-1-benzyl-3-(4-chloro-phenyl)-piperidin-4-yl]-ethanone), [H-].[H-].[H-].[H-].[Li+].[Al+3] (LiAlH4). Reported procedure: Under an inert atmosphere a 100 mL four necked flask (flame dried) with a magnetic stirrer was charged with 835 mg (2.54 mmol) 1-[(3SR,4SR)-1-benzyl-3-(4-chloro-phenyl)-piperidin-4-yl]-ethanone in 25 mL THF. The yellow solution was cooled to 0° C. and 34 mg (0.89 mmol) LiAlH4 was added. The mixture was stirred for 30 min at 0° C. and 30 min from 0° C. to 15° C. At 0° C. 10 mL ethyl acetate was added drop-wise, followed by 5 mL THF:water 9:1 and 1 mL 4 N aqueous NaOH and 1 mL water. The mixture w... Yields the product C(C1=CC=CC=C1)N1CC(C(CC1)C(C)O)C1=CC=C(C=C1)Cl ((RS)-1-[(3SR,4SR)-1-Benzyl-3-(4-chloro-phenyl)-piperidin-4-yl]-ethanol). Run at temperature 0 celsius, time 30 minute.